describe an organic reaction: reactants, conditions, products, and yield From a dataset of the Open Reaction Database (ORD), a public repository of structured organic reaction records. Reactants: FC(C(=O)O)(F)F.C(N)(=O)C1=CCCNC1 (5-carbamoyl-1,2,3,6-tetrahydropyridine trifluoroacetate), ClC=1C2=C(N=C(N1)C)N(C(=C2C)C)C2=C(C=C(C=C2)C(C)C)SC (4-chloro-7-(4-isopropyl-2-methylthiophenyl)-2,5,6-trimethyl-7H-pyrrolo[2,3-d]pyrimidine), C(O)([O-])=O.[Na+] (sodium hydrogencarbonate). Solvent: C(C)O (ethanol). The product is C(N)(=O)C1=CCCN(C1)C=1C2=C(N=C(N1)C)N(C(=C2C)C)C2=C(C=C(C=C2)C(C)C)SC (4-(5-carbamoyl-1,2,3,6-tetrahydropyridin-1-yl)-7-(4-isopropyl-2-methylthiophenyl)-2,5,6-trimethyl-7H-pyrrolo[2,3-d]pyrimidine). Isolated yield 26.7%. RXN SMILES: FC(F)(F)C(O)=O.[C:8]([C:11]1[CH2:16][NH:15][CH2:14][CH2:13][CH:12]=1)(=[O:10])[NH2:9].Cl[C:18]1[C:19]2[C:27]([CH3:28])=[C:26]([CH3:29])[N:25]([C:30]3[CH:35]=[CH:34][C:33]([CH:36]([CH3:38])[CH3:37])=[CH:32][C:31]=3[S:39][CH3:40])[C:20]=2[N:21]=[C:22]([CH3:24])[N:23]=1.C(=O)([O-])O.[Na+]>C(O)C>[C:8]([C:11]1[CH2:16][N:15]([C:18]2[C:19]3[C:27]([CH3:28])=[C:26]([CH3:29])[N:25]([C:30]4[CH:35]=[CH:34][C:33]([CH:36]([CH3:37])[CH3:38])=[CH:32][C:31]=4[S:39][CH3:40])[C:20]=3[N:21]=[C:22]([CH3:24])[N:23]=2)[CH2:14][CH2:13][CH:12]=1)(=[O:10])[NH2:9] |f:0.1,3.4|. Procedure details: In 4 ml of ethanol, 0.27 g of 5-carbamoyl-1,2,3,6-tetrahydropyridine trifluoroacetate and 0.36 g of 4-chloro-7-(4-isopropyl-2-methylthiophenyl)-2,5,6-trimethyl-7H-pyrrolo[2,3-d]pyrimidine were dissolved, and subsequently, 0.39 g of diisopiopylethylamine was added thereto. The reaction mixture was heated under reflux for 8.5 hours, and subsequently, a saturated aqueous solution of sodium hydrogencarbonate was poured therein to. The reaction mixture was extracted with ethyl acetate. The extract wa... Starting materials: FC=1C=C(C=CC1C=O)C1=CC=C(C=C1)O (3-fluoro-4′-hydroxy-1,1′-biphenyl-4-carbaldehyde), Cl.NO (hydroxylamine hydrochloride). Product: FC=1C=C(C=CC1C=NO)C1=CC=C(C=C1)O (3-Fluoro-4′-hydroxy-1,1′-biphenyl-4-carbaldehyde oxime), yellowish solid. The yield is 95.0%. Reaction SMILES: [F:1][C:2]1[CH:3]=[C:4]([C:10]2[CH:15]=[CH:14][C:13]([OH:16])=[CH:12][CH:11]=2)[CH:5]=[CH:6][C:7]=1[CH:8]=O.Cl.[NH2:18][OH:19]>>[F:1][C:2]1[CH:3]=[C:4]([C:10]2[CH:15]=[CH:14][C:13]([OH:16])=[CH:12][CH:11]=2)[CH:5]=[CH:6][C:7]=1[CH:8]=[N:18][OH:19] |f:1.2|. Procedure details: The title compound was prepared by reacting 3-fluoro-4′-hydroxy-1,1′-biphenyl-4-carbaldehyde (154 mg, 0.713 mmol) with hydroxylamine hydrochloride (99 mg, 1.43 mmol) according to Method C to yield 156 mg (95%) of yellowish solid: mp 181-183° C.; 1H NMR (DMSO-d6): δ 6.84-6.87 (2H, m), 7.48-7.53 (2H, m), 7.57-7.60 (2H, m), 7.76 (1H, t, J=8.14 Hz), 8.22 (1H, s), 9.74 (1H, s), 11.56 (1H, s); MS (ESI) m/z 230 (M−H)−, 232 (M+H)+. Yields the product CN(C)CCC=C1c2ccccc2COc2ccc(CC(=O)O)cc21. RXN SMILES: [C:25]([O-:26])(=[O:27])[OH:28].[CH3:1][N:2]([CH2:3][CH2:4][CH:5]=[C:6]1[c:7]2[c:8]([cH:17][cH:18][c:19]([CH2:21][CH2:22][OH:23])[cH:20]2)[O:9][CH2:10][c:11]2[c:12]1[cH:13][cH:14][cH:15][cH:16]2)[CH3:24].[CH3:30][C:31](=[O:32])[CH3:33].[Na+:29]>>[CH3:1][N:2]([CH2:3][CH2:4][CH:5]=[C:6]1[c:7]2[c:8]([cH:17][cH:18][c:19]([CH2:21][C:22](=[O:23])[OH:26])[cH:20]2)[O:9][CH2:10][c:11]2[c:12]1[cH:13][cH:14][cH:15][cH:16]2)[CH3:24]. The reactants are O=C([O-])O, CN(C)CCC=C1c2ccccc2COc2ccc(CCO)cc21, CC(C)=O, [Na+]. The reactants are N(=O)[O-].[Na+] (NaNO2), NC=1C=C(C=CC1S(=O)(=O)C)C(C(=O)NC=1SC=CN1)CC1CCOCC1 (2-(3-Amino-4-methanesulfonylphenyl)-3-(tetrahydropyran-4-yl)-N-thiazol-2-ylpropionamide), Cl (HCl), Cu, Cl (HCl). Solvent: O (H2O). Reaction conditions: temperature 0 celsius, time 35 minute. Yields the product ClC=1C=C(C=CC1S(=O)(=O)C)C(C(=O)NC=1SC=CN1)CC1CCOCC1 (2-(3-Chloro-4-methanesulfonylphenyl)-3-(tetrahydropyran-4-yl)-N-thiazol-2-ylpropionamide). As a reaction SMILES: N([O-])=O.[Na+].N[C:6]1[CH:7]=[C:8]([CH:16]([CH2:25][CH:26]2[CH2:31][CH2:30][O:29][CH2:28][CH2:27]2)[C:17]([NH:19][C:20]2[S:21][CH:22]=[CH:23][N:24]=2)=[O:18])[CH:9]=[CH:10][C:11]=1[S:12]([CH3:15])(=[O:14])=[O:13].[ClH:32]>O>[Cl:32][C:6]1[CH:7]=[C:8]([CH:16]([CH2:25][CH:26]2[CH2:31][CH2:30][O:29][CH2:28][CH2:27]2)[C:17]([NH:19][C:20]2[S:21][CH:22]=[CH:23][N:24]=2)=[O:18])[CH:9]=[CH:10][C:11]=1[S:12]([CH3:15])(=[O:14])=[O:13] |f:0.1|. Procedure: A solution of NaNO2 (34 mg, 498 μmol) in H2O (0.8 mL) was added to a solution of 2-(3-amino-4-methanesulfonylphenyl)-3-(tetrahydropyran-4-yl)-N-thiazol-2-ylpropionamide (EXAMPLE 171, 200 mg, 488 μmol) in 6M HCl (1.6 mL) at 0° C. The reaction was stirred at 0° C. for 35 min, before being added slowly to a stirred mixture of Cu powder (80 mg, 1.26 mmol) and 12M HCl (0.8 mL) at 0° C. The temperature was increased to 20° C., then stirring was continued for 1 h. The mixture was then heated at 60° C. ... Reactants: C(C)(=O)OC(C)=O (acetic anhydride), NC(C(=O)O)\C=C\CP(=O)(O)O (E-2-amino-5-phosphono-3-pentenoic acid), C(O)([O-])=O.[Na+] (sodium hydrogen carbonate). Solvent: O1CCOCC1.O (dioxan water). Run at time 30 minute. Product: N(C(=O)C)C(C(=O)O)\C=C\CP(=O)(O)O (E-2-acetamino-5-phosphono-3-pentenoic acid). RXN SMILES: C(=O)([O-])O.[Na+].[C:6](OC(=O)C)(=[O:8])[CH3:7].[NH2:13][CH:14](/[CH:18]=[CH:19]/[CH2:20][P:21]([OH:24])([OH:23])=[O:22])[C:15]([OH:17])=[O:16]>O1CCOCC1.O>[NH:13]([CH:14](/[CH:18]=[CH:19]/[CH2:20][P:21]([OH:24])([OH:23])=[O:22])[C:15]([OH:17])=[O:16])[C:6]([CH3:7])=[O:8] |f:0.1,4.5|. Procedure details: At 0°, 170 mg of sodium hydrogen carbonate and, within a period of 5minutes, 50 microliters of acetic anhydride are added to a solution of 100 mg of E-2-amino-5-phosphono-3-pentenoic acid in 6 ml of dioxan/water (1:1). The whole is stirred for 30 minutes at 0°, approximately 2 ml of Dowex 50 H+ are added and filtration is carried out. The filtrate is concentrated by evaporation and purified by ion exchange chromatography (Dowex 50 H+). Lyophilisation of the pure fractions yields 110 mg of E-2-ac... The product is C1(=CC=CC=C1)C1(C(C2=C(C(=C(C=C2C1)O)Cl)Cl)=O)C (2-phenyl-2-methyl-5-hydroxy-6,7-dichloro-1-indanone). Procedure: 2-Phenyl-2-methyl-5-methoxy-6,7-dichloro-1-indanone (4.94 g., 0.015 mole) is mixed with pyridine hydrochloride (50 g.) and the mixture is heated at 175° C. for 1 hour, then poured into water (500 ml.) and the product is collected and crystallized from ethanol:water, 2:1 to obtain 2-phenyl-2-methyl-5-hydroxy-6,7-dichloro-1-indanone, m.p. 194°-6° C. Run in O (water). Starting materials: C1(=CC=CC=C1)C1(C(C2=C(C(=C(C=C2C1)OC)Cl)Cl)=O)C (2-Phenyl-2-methyl-5-methoxy-6,7-dichloro-1-indanone), Cl.N1=CC=CC=C1 (pyridine hydrochloride). As a reaction SMILES: [C:1]1([C:7]2([CH3:21])[CH2:15][C:14]3[C:9](=[C:10]([Cl:19])[C:11]([Cl:18])=[C:12]([O:16]C)[CH:13]=3)[C:8]2=[O:20])[CH:6]=[CH:5][CH:4]=[CH:3][CH:2]=1.Cl.N1C=CC=CC=1>O>[C:1]1([C:7]2([CH3:21])[CH2:15][C:14]3[C:9](=[C:10]([Cl:19])[C:11]([Cl:18])=[C:12]([OH:16])[CH:13]=3)[C:8]2=[O:20])[CH:2]=[CH:3][CH:4]=[CH:5][CH:6]=1 |f:1.2|. Reaction conditions: temperature 175 celsius.